describe an organic reaction: reactants, conditions, products, and yield From a dataset of the Open Reaction Database (ORD), a public repository of structured organic reaction records. Starting materials: N[C@H]1[C@@H](CCCC1)N (trans-1,2-diaminocyclohexane), C([O-])([O-])=O.[K+].[K+] (potassium carbonate), C1CCOC1 (THF), ClC(=O)OCC (ethyl chloroformate). Run at temperature 5 celsius. The product is C(C)OC(=O)N[C@H]1[C@@H](CCCC1)NC(=O)OCC (trans-1,2-bis(ethoxycarbonylamino)cyclohexane). The yield is 97.0%. RXN SMILES: [NH2:1][C@@H:2]1[CH2:7][CH2:6][CH2:5][CH2:4][C@H:3]1[NH2:8].[C:9](=[O:12])([O-:11])[O-].[K+].[K+].Cl[C:16]([O:18][CH2:19][CH3:20])=[O:17].[CH2:21]1COC[CH2:22]1>>[CH2:21]([O:11][C:9]([NH:1][C@@H:2]1[CH2:7][CH2:6][CH2:5][CH2:4][C@H:3]1[NH:8][C:16]([O:18][CH2:19][CH3:20])=[O:17])=[O:12])[CH3:22] |f:1.2.3|. Procedure details: Stirred mixture of trans-1,2-diaminocyclohexane (10.0 g, 87.6 mmol), THF (150 mL) water (120 mL) and potassium carbonate (40 g) was cooled to 5° C. and treated with ethyl chloroformate (35 mL, 39.9 g, 367 mmol). The mixture was stirred at ambient temperature for 4 hours, the upper layer was separated and the aqueous phase was extracted with THF (70 mL). The combined THF extract was evaporated to dryness. The residue was dissolved in dichloromethane. The solution was dried over potassium carbonat... Reactants: BrC=CC=C(CC(OC)OC)C (6-bromo-3-methyl-1,1-dimethoxy-3,5-hexadiene), C(C)OC(CC(=CC=O)C)OCC (5,5-diethoxy-3-methyl-2-pentenal). Yields the product BrC=CC=C(CC(OCC)OCC)C (6-bromo-3-methyl-1,1-diethoxy-3,5-hexadiene). RXN SMILES: [Br:1][CH:2]=CC=C(C)CC(OC)OC.[CH2:13]([O:15][CH:16]([O:23][CH2:24][CH3:25])[CH2:17][C:18]([CH3:22])=[CH:19][CH:20]=O)[CH3:14]>>[Br:1][CH:2]=[CH:20][CH:19]=[C:18]([CH3:22])[CH2:17][CH:16]([O:23][CH2:24][CH3:25])[O:15][CH2:13][CH3:14]. Reported procedure: 6-Bromo-3-methyl-1,1-diethoxy-3,5-hexadiene is prepared under the conditions described earlier for the preparation of 6-bromo-3-methyl-1,1-dimethoxy-3,5-hexadiene. Starting with 5,5-diethoxy-3-methyl-2-pentenal (4.67 g; 25.1 mmol), 6-bromo-3-methyl-1,1-diethoxy-3,5-hexadiene (5.1 g) is obtained in 77.5% yield. The structure of the product obtained is confirmed by the infrared spectrum and the proton nuclear magnetic resonance spectrum. Starting materials: ClC=1N=C(C2=C(N1)SC(=C2)C)NCC2=CC1=C(C=C2)OCO1 (2-chloro-6-methyl-4-(3,4-methylene dioxybenzylamino)-thieno-[2,3-d]-pyrimidine), N1C=NC=C1 (imidazole), C1(=CC=CC=C1)O (phenol). Run in C(Cl)Cl (CH2Cl2). Yields the product N1(C=NC=C1)C=1N=C(C2=C(N1)SC(=C2)C)NCC2=CC1=C(C=C2)OCO1 (2-(imidazol-1-yl)-6-methyl-4-(3,4-methylenedioxybenzylamino)-thieno-[2,3-d]-pyrimidine). Yield: 184.9%. RXN SMILES: Cl[C:2]1[N:3]=[C:4]([NH:12][CH2:13][C:14]2[CH:19]=[CH:18][C:17]3[O:20][CH2:21][O:22][C:16]=3[CH:15]=2)[C:5]2[CH:10]=[C:9]([CH3:11])[S:8][C:6]=2[N:7]=1.[NH:23]1[CH:27]=[CH:26][N:25]=[CH:24]1.C1(O)C=CC=CC=1>C(Cl)Cl>[N:23]1([C:2]2[N:3]=[C:4]([NH:12][CH2:13][C:14]3[CH:19]=[CH:18][C:17]4[O:20][CH2:21][O:22][C:16]=4[CH:15]=3)[C:5]3[CH:10]=[C:9]([CH3:11])[S:8][C:6]=3[N:7]=2)[CH:27]=[CH:26][N:25]=[CH:24]1. Procedure details: A solution of 2-chloro-6-methyl-4-(3,4-methylene dioxybenzylamino)-thieno-[2,3-d]-pyrimidine (1.67 g), imidazole (1.02 g) and phenol (2 g) are heated 5 hours at 150° C. After cooling, the residue is dissolved in CH2Cl2. The solvent is removed, and the usual workup yields 2-(imidazol-1-yl)-6-methyl-4-(3,4-methylenedioxybenzylamino)-thieno-[2,3-d]-pyrimidine (3.38 g) Mp. 162° C. The reactants are O (Water), [OH-].[Na+] (sodium hydroxide), O=P12OP3(=O)OP(=O)(O1)OP(=O)(O2)O3 (P4O10), CN(C1(CCC(CC1)(O)C1=C(C=2C=NC=CC2N1)C)C1=CC=CC=C1)C (4-dimethylamino-1-(3-methyl-1H-pyrrolo[3,2-c]pyridin-2-yl)-4-phenylcyclohexanol). The solvent is CS(=O)(=O)O (methanesulfonic acid), C(Cl)Cl (Methylene chloride). Reaction conditions: temperature 77 celsius, time 3 hour. The product is CN(C1(CC=C(CC1)C1=C(C=2C=NC=CC2N1)C)C1=CC=CC=C1)C ((±)-N,N-Dimethyl-N-[4-(3-methyl-1H-pyrrolo[3,2-c]pyridin-2-yl)-1-phenylcyclohex-3-enyl]amine). RXN SMILES: O=P12OP3(OP(OP(O3)(O1)=O)(=O)O2)=O.[CH3:15][N:16]([CH3:40])[C:17]1([C:34]2[CH:39]=[CH:38][CH:37]=[CH:36][CH:35]=2)[CH2:22][CH2:21][C:20]([C:24]2[NH:32][C:31]3[CH:30]=[CH:29][N:28]=[CH:27][C:26]=3[C:25]=2[CH3:33])(O)[CH2:19][CH2:18]1.O.[OH-].[Na+]>CS(O)(=O)=O.C(Cl)Cl>[CH3:40][N:16]([CH3:15])[C:17]1([C:34]2[CH:39]=[CH:38][CH:37]=[CH:36][CH:35]=2)[CH2:22][CH2:21][C:20]([C:24]2[NH:32][C:31]3[CH:30]=[CH:29][N:28]=[CH:27][C:26]=3[C:25]=2[CH3:33])=[CH:19][CH2:18]1 |f:3.4|. Procedure details: P4O10 (approx. 1 g, two spatula-tips) was added to a solution of 4-dimethylamino-1-(3-methyl-1H-pyrrolo[3,2-c]pyridin-2-yl)-4-phenylcyclohexanol (600 mg, 1.72 mmol) in methanesulfonic acid (20 ml). The slightly pale brown-coloured solution was stirred at 77° C. (oil bath temperature) for 3 h. Water (10 ml) was added to the reaction mixture and this was rendered basic with sodium hydroxide solution (5 M). Methylene chloride (30 ml) was then added and the mixture was stirred for 10 min. The phases... Starting materials: BrC=1C=C(C=NC1)CC(=O)O ((5-bromopyridin-3-yl)acetic acid), C(C)O (ethanol). The reagents and catalysts are S(O)(O)(=O)=O (sulfuric acid). Product: BrC=1C=C(C=NC1)CC(=O)OCC (Ethyl (5-bromopyridin-3-yl)acetate). As a reaction SMILES: [Br:1][C:2]1[CH:3]=[C:4]([CH2:8][C:9]([OH:11])=[O:10])[CH:5]=[N:6][CH:7]=1.[CH2:12](O)[CH3:13]>S(=O)(=O)(O)O>[Br:1][C:2]1[CH:3]=[C:4]([CH2:8][C:9]([O:11][CH2:12][CH3:13])=[O:10])[CH:5]=[N:6][CH:7]=1. Procedure: 5.0 g (23.1 mmol) of (5-bromopyridin-3-yl)acetic acid in 30 ml of ethanol and 25 drops of conc. sulfuric acid are stirred at boiling point for 16 h. For work-up, the reaction mixture is concentrated under reduced pressure, the residue is taken up in ethyl acetate and washed repeatedly with semiconcentrated sodium bicarbonate solution, the organic phase is dried over sodium sulfate, the drying agent is filtered off, the solvent is removed completely on a rotary evaporator and the product is dried... The yield is 8.0%. Run at temperature 80 celsius. Reaction SMILES: CC(C)([O-])C.[K+].[F:7][C:8]1[C:9]([SH:15])=[C:10]([OH:14])[CH:11]=[CH:12][CH:13]=1.Br[C:17]1[C:22]([O:23][CH:24]([CH3:26])[CH3:25])=[CH:21][CH:20]=[CH:19][C:18]=1[N+:27]([O-:29])=[O:28]>CN(C=O)C>[F:7][C:8]1[C:9]([S:15][C:19]2[CH:20]=[CH:21][C:22]([O:23][CH:24]([CH3:26])[CH3:25])=[CH:17][C:18]=2[N+:27]([O-:29])=[O:28])=[C:10]([OH:14])[CH:11]=[CH:12][CH:13]=1.[F:7][C:8]1[C:9]2[S:15][C:19]3[C:20](=[CH:21][C:22]([O:23][CH:24]([CH3:26])[CH3:25])=[CH:17][CH:18]=3)[O:14][C:10]=2[CH:11]=[CH:12][CH:13]=1 |f:0.1|. Starting materials: CC(C)([O-])C.[K+] (Potassium tert-butoxide), FC=1C(=C(C=CC1)O)S (3-fluoro-2-mercaptophenol), BrC1=C(C=CC=C1OC(C)C)[N+](=O)[O-] (2-bromo-3-isopropoxy-nitrobenzene). Solvent: CN(C)C=O (DMF). Product: FC=1C(=C(C=CC1)O)SC1=C(C=C(C=C1)OC(C)C)[N+](=O)[O-] (3-fluoro-2-((4-isopropoxy-2-nitrophenyl)thio)phenol), FC1=CC=CC=2OC3=CC(=CC=C3SC12)OC(C)C (1-fluoro-7-isopropoxyphenoxathiin). Reported procedure: Potassium tert-butoxide (360 mg, 3.2 mmol) was added to a stirred, degassed, solution of 3-fluoro-2-mercaptophenol (390 mg, 2.7 mmol) and 2-bromo-3-isopropoxy-nitrobenzene in 20 mL anhydrous DMF and the resulting burgandy-colored reaction heated at 80° C. under N2 overnight (17 h). After cooling to room temperature 10% aqueous HCL (100 ml) was added and the reaction mixture washed with EtOAc (2×75 ml). The combined organics were rinsed with water (2×200 ml), and brine (200 ml), dried (Na2SO4), a...